Task: describe an organic reaction: reactants, conditions, products, and yield. Dataset: the Open Reaction Database (ORD), a public repository of structured organic reaction records Starting materials: C(C)(C)(C)OC(=O)N1N=C(C2=CC(=CC=C12)C=1C=NC=C(C1)OC(CC1=CNC2=CC=CC=C12)CN=[N+]=[N-])C (5-{5-[1-Azidomethyl-2-(1H-indol-3-yl)-ethoxy]-pyridin-3-yl}-3-methyl-indazole-1-carboxylic acid tert-butyl ester). The reagents and catalysts are [Pd] (Pd/C). Solvent: C(C)O (ethanol). Conditions: time 4 hour. Yields the product C(C)(C)(C)OC(=O)N1N=C(C2=CC(=CC=C12)C=1C=NC=C(C1)OC(CC1=CNC2=CC=CC=C12)CN)C (5-{5-[1-Aminomethyl-2-(1H-indol-3-yl)-ethoxy]-pyridin-3-yl}-3-methyl-indazole-1-carboxylic acid tert-butyl ester). Isolated yield 97.1%. As a reaction SMILES: [C:1]([O:5][C:6]([N:8]1[C:16]2[C:11](=[CH:12][C:13]([C:17]3[CH:18]=[N:19][CH:20]=[C:21]([O:23][CH:24]([CH2:35][N:36]=[N+]=[N-])[CH2:25][C:26]4[C:34]5[C:29](=[CH:30][CH:31]=[CH:32][CH:33]=5)[NH:28][CH:27]=4)[CH:22]=3)=[CH:14][CH:15]=2)[C:10]([CH3:39])=[N:9]1)=[O:7])([CH3:4])([CH3:3])[CH3:2]>C(O)C.[Pd]>[C:1]([O:5][C:6]([N:8]1[C:16]2[C:11](=[CH:12][C:13]([C:17]3[CH:18]=[N:19][CH:20]=[C:21]([O:23][CH:24]([CH2:35][NH2:36])[CH2:25][C:26]4[C:34]5[C:29](=[CH:30][CH:31]=[CH:32][CH:33]=5)[NH:28][CH:27]=4)[CH:22]=3)=[CH:14][CH:15]=2)[C:10]([CH3:39])=[N:9]1)=[O:7])([CH3:2])([CH3:4])[CH3:3]. Reported procedure: To a solution of Example 406A (480 mg) in ethanol was added 10% Pd/C (160 mg) under nitrogen. This suspension was purged with hydrogen (3 circles) and was stirred under hydrogen (balloon) for 4 h. The solid material was filtered off and the filtrate was concentrated to give the desired product (443 mg, 97%). MS (APCI) m/z 498 (M+1)+. Starting materials: ClC=1C=C(C(=NC1)F)F (5-chloro-2,3-difluoropyridine), [O-]P(=O)([O-])[O-].[K+].[K+].[K+] (potassium phosphate tribasic), CN1N=CC(=C1)B1OC(C(O1)(C)C)(C)C (1-methyl-4-(4,4,5,5-tetramethyl-1,3,2-dioxaborolan-2-yl)-1H-pyrazole), CC(C)C1=CC(=C(C(=C1)C(C)C)C2=C(C=CC=C2)P(C3CCCCC3)C4CCCCC4)C(C)C (X-Phos). Yield: 88.5%. Reagents/catalysts: C(C)(=O)[O-].[Pd+2].C(C)(=O)[O-] (palladium(ii) acetate). RXN SMILES: Cl[C:2]1[CH:3]=[C:4]([F:9])[C:5]([F:8])=[N:6][CH:7]=1.[O-]P([O-])([O-])=O.[K+].[K+].[K+].[CH3:18][N:19]1[CH:23]=[C:22](B2OC(C)(C)C(C)(C)O2)[CH:21]=[N:20]1.CC(C1C=C(C(C)C)C(C2C=CC=CC=2P(C2CCCCC2)C2CCCCC2)=C(C(C)C)C=1)C>C([O-])(=O)C.[Pd+2].C([O-])(=O)C.CCOC(C)=O.O.O1CCOCC1>[F:8][C:5]1[C:4]([F:9])=[CH:3][C:2]([C:22]2[CH:21]=[N:20][N:19]([CH3:18])[CH:23]=2)=[CH:7][N:6]=1 |f:1.2.3.4,7.8.9|. Run in Hexanes, CCOC(=O)C (EtOAc), CCOC(=O)C (EtOAc), O (H2O), O1CCOCC1 (dioxane). Run at temperature 100 celsius. Yields the product FC1=NC=C(C=C1F)C=1C=NN(C1)C (2,3-difluoro-5-(1-methyl-1H-pyrazol-4-yl)pyridine). Procedure: A sealable flask was charged with 5-chloro-2,3-difluoropyridine (1.541 g, 10.3 mmol), palladium(ii) acetate (0.116 g, 0.515 mmol), potassium phosphate tribasic (6.56 g, 30.9 mmol), 1-methyl-4-(4,4,5,5-tetramethyl-1,3,2-dioxaborolan-2-yl)-1H-pyrazole (2.57 g, 12.4 mmol), and X-Phos (0.491 g, 1.03 mmol). The flask was sealed with a septum cap, then dioxane (20 mL) and H2O (2 mL) were added. The resulting mixture was sparged with N2 for 10 min, and then heated at 100° C. for 2 h. The solution was c... Reactants: OCCc1ccc(Br)cc1, C1CCOC1, [H-], [Na+], O. Product: COCCc1ccc(Br)cc1. As a reaction SMILES: [Br:1][c:2]1[cH:3][cH:4][c:5]([CH2:6][CH2:7][OH:8])[cH:9][cH:10]1.[CH2:14]1[O:15][CH2:16][CH2:17][CH2:18]1.[H-:11].[Na+:12].[OH2:13]>>[Br:1][c:2]1[cH:3][cH:4][c:5]([CH2:6][CH2:7][O:8][CH3:14])[cH:9][cH:10]1. The reactants are ClCCl, CC(C)(C)OC(=O)NC1CCC(c2cccc(F)c2F)CN(CC(F)(F)F)C1=O. The product is NC1CCC(c2cccc(F)c2F)CN(CC(F)(F)F)C1=O. Reaction SMILES: [Cl:30][CH2:31][Cl:32].[F:1][c:2]1[c:3]([CH:9]2[CH2:10][CH2:11][CH:12]([NH:22][C:23](=[O:24])[O:25][C:26]([CH3:27])([CH3:28])[CH3:29])[C:13](=[O:21])[N:14]([CH2:16][C:17]([F:18])([F:19])[F:20])[CH2:15]2)[cH:4][cH:5][cH:6][c:7]1[F:8]>>[F:1][c:2]1[c:3]([CH:9]2[CH2:10][CH2:11][CH:12]([NH2:22])[C:13](=[O:21])[N:14]([CH2:16][C:17]([F:18])([F:19])[F:20])[CH2:15]2)[cH:4][cH:5][cH:6][c:7]1[F:8]. Starting materials: NC1=CC=C(C=C1)S (4-aminothiophenol), [OH-].[Na+] (sodium hydroxide), BrCC1=CC=NO1 (5-bromomethyl isoxazole). The solvent is O (Water), CO (methanol), O (water), CO (methanol). Yields the product O1N=CC=C1CSC1=CC=C(N)C=C1 (4-[(isoxazol-5-ylmethyl)sulfanyl]aniline). Yield: 99.9%. Reaction SMILES: [NH2:1][C:2]1[CH:7]=[CH:6][C:5]([SH:8])=[CH:4][CH:3]=1.[OH-].[Na+].Br[CH2:12][C:13]1[O:17][N:16]=[CH:15][CH:14]=1>CO.O>[O:17]1[C:13]([CH2:12][S:8][C:5]2[CH:6]=[CH:7][C:2]([NH2:1])=[CH:3][CH:4]=2)=[CH:14][CH:15]=[N:16]1 |f:1.2|. Procedure: To a mixed solution of 4-aminothiophenol (600 mg) and sodium hydroxide (276 mg) in methanol (10 ml) and water (6 ml), a solution of 5-bromomethyl isoxazole (932 mg) in methanol (5 ml) was added at 0° C. Water was added to the mixture and the mixture was extracted with ethyl acetate. The organic layer was washed with saturated brine, and dried over magnesium sulfate. The solvent was distilled off under reduced pressure, to give 4-[(isoxazol-5-ylmethyl)sulfanyl]aniline (988 mg) as oil. Starting materials: C1=CC=C2CCCN3C2=C1[C@@H]1[C@H]3CCNC1 ((±)-cis-5,6,7a,8,9,10,11,11a-octahydro-4H-pyrido[3′,4′:4,5]pyrrolo[3,2,1-ij]quinoline), ClCCCC(=O)C1=CC=NC=C1 (4-chloro-1-(4-pyridinyl)-1-butanone), C(=O)([O-])[O-].[K+].[K+] (K2CO3). Product: C1=CC=C2CCCN3C2=C1[C@@H]1[C@H]3CCN(C1)CCCC(=O)C1=CC=NC=C1 (4-((±)-cis-5,6,8,9,11,11a-hexahydro-4H-pyrido[3′,4′:4,5]pyrrolo[3,2,1-ij]quinolin-10(7aH)-yl)-1-(4-pyridinyl)-1-butanone). Yield: 18.4%. RXN SMILES: [CH:1]1[C:10]2[C@H:11]3[CH2:16][NH:15][CH2:14][CH2:13][C@H:12]3[N:8]3[C:9]=2[C:4]([CH2:5][CH2:6][CH2:7]3)=[CH:3][CH:2]=1.Cl[CH2:18][CH2:19][CH2:20][C:21]([C:23]1[CH:28]=[CH:27][N:26]=[CH:25][CH:24]=1)=[O:22].C([O-])([O-])=O.[K+].[K+]>>[CH:1]1[C:10]2[C@H:11]3[CH2:16][N:15]([CH2:18][CH2:19][CH2:20][C:21]([C:23]4[CH:28]=[CH:27][N:26]=[CH:25][CH:24]=4)=[O:22])[CH2:14][CH2:13][C@H:12]3[N:8]3[C:9]=2[C:4]([CH2:5][CH2:6][CH2:7]3)=[CH:3][CH:2]=1 |f:2.3.4|. Procedure details: The title compound (0.080 g, 18%) was prepared by the general method of Example 402 from (±)-cis-5,6,7a,8,9,10,11,11a-octahydro-4H-pyrido[3′,4′:4,5]pyrrolo[3,2,1-ij]quinoline (0.25 g, 1.2 mmol), 4-chloro-1-(4-pyridinyl)-1-butanone (0.36 g, 2.0 mmol), KI (catalytic) and K2CO3 (0.28 g, 2.0 mmol) after chromatographic purification as a white amorphous solid. 1H NMR (CDCl3, 300 MHz) δ1.68-2.18 (m, 7H), 2.20-2.65 (m, 5H), 2.69 (t, J=6.4 Hz, 2H), 2.72-2.82 (m, 1H), 2.92-3.08 (m, 3H), 3.15-3.28 (m, 2H)...